From a dataset of the Open Reaction Database (ORD), a public repository of structured organic reaction records. describe an organic reaction: reactants, conditions, products, and yield The reactants are C1CCOC1, CCOC(=O)c1cccc(I)c1, CC(C)=O, [H-], [H][H], [Na+]. The product is CC(=O)CC(=O)c1cccc(I)c1. Reaction SMILES: [CH2:21]1[O:22][CH2:23][CH2:24][CH2:25]1.[CH2:3]([O:4][C:6]([c:7]1[cH:8][c:9]([I:13])[cH:10][cH:11][cH:12]1)=[O:14])[CH3:5].[CH3:15][C:16]([CH3:17])=[O:18].[H-:1].[H:19][H:20].[Na+:2]>>[C:6]([c:7]1[cH:8][c:9]([I:13])[cH:10][cH:11][cH:12]1)(=[O:14])[CH2:15][C:16]([CH3:17])=[O:18]. Starting materials: C1(=CC=CC=C1)CCCC1=CC=C(S1)C1=NN=NN1CC(=O)O ([5-[5-(3-phenylpropyl)-2-thienyl]tetrazol-1-yl] acetic acid), S(O)(O)(=O)=O (sulfuric acid), C(CO)O (ethylene glycol), ice water. Reaction conditions: temperature 90 celsius, time 2.5 hour. Product: OCCOC(CN1N=NN=C1C=1SC(=CC1)CCCC1=CC=CC=C1)=O ([5-[5-(3-phenylpropyl)2-thienyl]tetrazol-1-yl] acetic acid 2-hydroxyethyl ester). Yield: 88.2%. RXN SMILES: [C:1]1([CH2:7][CH2:8][CH2:9][C:10]2[S:14][C:13]([C:15]3[N:19]([CH2:20][C:21]([OH:23])=[O:22])[N:18]=[N:17][N:16]=3)=[CH:12][CH:11]=2)[CH:6]=[CH:5][CH:4]=[CH:3][CH:2]=1.S(=O)(=O)(O)O.[CH2:29](O)[CH2:30][OH:31]>>[OH:31][CH2:30][CH2:29][O:22][C:21](=[O:23])[CH2:20][N:19]1[C:15]([C:13]2[S:14][C:10]([CH2:9][CH2:8][CH2:7][C:1]3[CH:6]=[CH:5][CH:4]=[CH:3][CH:2]=3)=[CH:11][CH:12]=2)=[N:16][N:17]=[N:18]1. Reported procedure: To a solution of 300 mg (0.9 mM) of [5-[5-(3-phenylpropyl)-2-thienyl]tetrazol-1-yl] acetic acid in 2 ml of ethylene glycol was added 0.2 ml of sulfuric acid. After the addition, the mixture was stirred at 90° C. for 2.5 hrs. The mixture was then poured into ice-water and extracted with ethyl acetate. The organic phase was washed with water, dried over anhydrous magnesium sulfate and then concentrated under reduced pressure. The resultant residue was subjected to silica gel column chromatography ...